From a dataset of the Open Reaction Database (ORD), a public repository of structured organic reaction records. describe an organic reaction: reactants, conditions, products, and yield The reactants are C(CC)S(=O)(=O)Cl (n-propanesulfonyl chloride), FCCOC1CC(S(C2=CC=C(C(=C12)C)C=1C=NN(C1O)CC)(=O)=O)=C=O (4-(2-fluoroethoxy)-5-methyl-6-(1-ethyl-5-hydroxypyrazol-4-yl)-carbonylthiochroman-1,1-dioxide), N1N=CC=C1 (pyrazole), C([O-])([O-])=O.[K+].[K+] (potassium carbonate), O (water), O (water). Reagents/catalysts: [Cl-].C(C1=CC=CC=C1)[N+](CC)(CC)CC (benzyltriethyl-ammonium chloride). The solvent is ClCCl (dichloromethane), ClCCl (dichloromethane). Product: FCCOC1CCS(C2=CC=C(C(=C12)C)C(=O)C=1C=NN(C1OS(=O)(=O)CCC)CC)(=O)=O (4-(2-fluoroethoxy)-5-methyl-6-(1-ethyl-5-n-propanesulfonyloxypyrazol-4-yl)carbonylthiochroman-1,1-dioxide). The yield is 68.0%. Reaction SMILES: [F:1][CH2:2][CH2:3][O:4][CH:5]1[C:14]2[C:9](=[CH:10][CH:11]=[C:12]([C:16]3[CH:17]=NN(CC)C=3O)[C:13]=2[CH3:15])[S:8](=[O:25])(=[O:24])[C:7](=C=O)[CH2:6]1.[NH:28]1[CH:32]=[CH:31][CH:30]=[N:29]1.[C:33](=[O:36])([O-])[O-].[K+].[K+].[CH2:39]([S:42](Cl)(=[O:44])=[O:43])[CH2:40][CH3:41].[OH2:46]>ClCCl.[Cl-].C([N+](CC)(CC)CC)C1C=CC=CC=1>[F:1][CH2:2][CH2:3][O:4][CH:5]1[C:14]2[C:9](=[CH:10][CH:11]=[C:12]([C:16]([C:17]3[CH:30]=[N:29][N:28]([CH2:32][CH3:31])[C:33]=3[O:36][S:42]([CH2:39][CH2:40][CH3:41])(=[O:44])=[O:43])=[O:46])[C:13]=2[CH3:15])[S:8](=[O:24])(=[O:25])[CH2:7][CH2:6]1 |f:2.3.4,8.9|. Procedure details: 0.63 Gram (1.6 mmol) of the 4-(2-fluoroethoxy)-5-methyl-6-(1-ethyl-5-hydroxypyrazol-4-yl)-carbonylthiochroman-1,1-dioxide (corresponding to pyrazole derivative of the formula (Ia)) obtained in Preparation Example 5 was dissolved in 5 ml of dichloromethane. A solution of 0.4 g (3.2 mmol) of potassium carbonate as a base in 5 ml of water was added. To this mixture solution was added 0.4 ml (3.2 mmol) of n-propanesulfonyl chloride as a reaction reagent, and further, 0.05 g (0.2 mmol) of benzyltriet... Starting materials: BrCC1=CC=C(C=C1)C1=CC=C(C=C1)C(=O)C1=CC(=C(C=C1)Cl)Cl (3,4-dichlorophenyl 4'-bromomethyl-4-biphenylyl ketone), solution, CNC (dimethylamine). Run in C(C)O (ethanol). Reaction conditions: time 4 hour. The product is Cl.CN(C)CC1=CC=C(C=C1)C1=CC=C(C=C1)C(=O)C1=CC(=C(C=C1)Cl)Cl (3,4-Dichlorophenyl 4'-[(dimethylamino)methyl]-4-biphenylyl ketone hydrochloride). RXN SMILES: Br[CH2:2][C:3]1[CH:8]=[CH:7][C:6]([C:9]2[CH:14]=[CH:13][C:12]([C:15]([C:17]3[CH:22]=[CH:21][C:20]([Cl:23])=[C:19]([Cl:24])[CH:18]=3)=[O:16])=[CH:11][CH:10]=2)=[CH:5][CH:4]=1.[CH3:25][NH:26][CH3:27]>C(O)C>[ClH:23].[CH3:25][N:26]([CH2:2][C:3]1[CH:8]=[CH:7][C:6]([C:9]2[CH:14]=[CH:13][C:12]([C:15]([C:17]3[CH:22]=[CH:21][C:20]([Cl:23])=[C:19]([Cl:24])[CH:18]=3)=[O:16])=[CH:11][CH:10]=2)=[CH:5][CH:4]=1)[CH3:27] |f:3.4|. Procedure details: 1.0 g of 3,4-dichlorophenyl 4'-bromomethyl-4-biphenylyl ketone and 20 ml of a 33 percent solution of dimethylamine in ethanol are heated to boiling for 4 hours, whereupon the mixture is evaporated. The residue is taken up in ether and treated with an ethereal hydrogen chloride solution. The precipitated hydrochloride is filtered and dried. 3,4-Dichlorophenyl 4'-[(dimethylamino)methyl]-4-biphenylyl ketone hydrochloride, m.p. 223° C., is obtained. The reactants are BrC=1C=C(C=CC1)/C=C/C(=O)OCC (ethyl trans-3-(3-bromophenyl)-2-propenoate), ice EtOH, [H-].[Al+3].[Li+].[H-].[H-].[H-] (lithium aluminium hydride). Solvent: C1(=CC=CC=C1)C (toluene). Conditions: temperature 25 celsius, time 1 hour. Yields the product BrC=1C=C(C=CC1)/C=C/CO (Trans-3-(3-bromophenyl)-2-propenol). The yield is 95.7%. RXN SMILES: [Br:1][C:2]1[CH:3]=[C:4](/[CH:8]=[CH:9]/[C:10](OCC)=[O:11])[CH:5]=[CH:6][CH:7]=1.[H-].[Al+3].[Li+].[H-].[H-].[H-]>C1(C)C=CC=CC=1>[Br:1][C:2]1[CH:3]=[C:4](/[CH:8]=[CH:9]/[CH2:10][OH:11])[CH:5]=[CH:6][CH:7]=1 |f:1.2.3.4.5.6|. Procedure details: A vigorously stirred solution of ethyl trans-3-(3-bromophenyl)-2-propenoate (26.71 g, 0.105 mol) in dry toluene (150 ml) at -5° C. (ice-EtOH) under nitrogen was treated with lithium aluminium hydride (3.98 g, 0.105 mol) in one portion. The reaction temperature was allowed to gradually warm to room temperature over 30 min., at 25° C. the reaction became quite exothermic (25-40° C.) with the formation of a grey gelatinous precipitate. Stirring was continued for 1 h, after which the reaction was ca... The reactants are C(Cl)(Cl)Cl (chloroform), COC1=CC=C2N=CC(N(C2=C1)CCCC1(CCN(CC1)C(=O)OC(C)(C)C)C(=O)OCC)=O (1-tert-butyl 4-ethyl 4-(3-(7-methoxy-2-oxo-1,2-dihydroquinoxalin-1-yl)propyl)piperidine-1,4-dicarboxylate), FC(C(=O)O)(F)F (trifluoroacetic acid), C(C)(=O)OCC (ethyl acetate). The solvent is O (water). Run at time 30 minute. Product: COC1=CC=C2N=CC(N(C2=C1)CCCC1(CCNCC1)C(=O)OCC)=O (ethyl 4-(3-(7-methoxy-2-oxo-1,2-dihydroquinoxalin-1-yl)propyl)piperidine-4-carboxylate). RXN SMILES: C(Cl)(Cl)Cl.[CH3:5][O:6][C:7]1[CH:16]=[C:15]2[C:10]([N:11]=[CH:12][C:13](=[O:38])[N:14]2[CH2:17][CH2:18][CH2:19][C:20]2([C:33]([O:35][CH2:36][CH3:37])=[O:34])[CH2:25][CH2:24][N:23](C(OC(C)(C)C)=O)[CH2:22][CH2:21]2)=[CH:9][CH:8]=1.FC(F)(F)C(O)=O.C(OCC)(=O)C>O>[CH3:5][O:6][C:7]1[CH:16]=[C:15]2[C:10]([N:11]=[CH:12][C:13](=[O:38])[N:14]2[CH2:17][CH2:18][CH2:19][C:20]2([C:33]([O:35][CH2:36][CH3:37])=[O:34])[CH2:25][CH2:24][NH:23][CH2:22][CH2:21]2)=[CH:9][CH:8]=1. Procedure details: To 3.0 mL of a chloroform solution containing 0.60 g of 1-tert-butyl 4-ethyl 4-(3-(7-methoxy-2-oxo-1,2-dihydroquinoxalin-1-yl)propyl)piperidine-1,4-dicarboxylate, 1.5 mL of trifluoroacetic acid was added under cooling with ice, and the mixture was stirred at room temperature for 1 hour and 30 minutes. Thereto were added ethyl acetate and water. The aqueous layer was separated, ethyl acetate was added thereto, and the resultant solution was adjusted to pH 11.0 with a 20% aqueous saturated sodium ... The reactants are ClC1=C(C=CC=C1)C1=CC(=C(C(=N1)OC)[N+](=O)[O-])NC(=O)C=1N(N=C(C1Cl)C(C)(C)C)C (5-tert-butyl-4-chloro-2-methyl-2H-pyrazole-3-carboxylic acid [6-(2-chloro-phenyl)-2-methoxy-3-nitro-pyridin-4-yl]-amide), CCOC(=O)C (EtOAc). Reagents/catalysts: [Fe] (iron). Run in CCOCC (Et2O), Hexanes, CC(=O)O (AcOH). Run at temperature 100 celsius, time 8 hour. Product: C(C)(C)(C)C=1C(=C(N(N1)C)C1=NC2=C(C(=NC(=C2)C2=C(C=CC=C2)Cl)OC)N1)Cl (2-(5-tert-butyl-4-chloro-2-methyl-2H-pyrazol-3-yl)-6-(2-chloro-phenyl)-4-methoxy-3H-imidazo[4,5-c]pyridine). RXN SMILES: [Cl:1][C:2]1[CH:7]=[CH:6][CH:5]=[CH:4][C:3]=1[C:8]1[N:13]=[C:12]([O:14][CH3:15])[C:11]([N+:16]([O-])=O)=[C:10]([NH:19][C:20]([C:22]2[N:23]([CH3:32])[N:24]=[C:25]([C:28]([CH3:31])([CH3:30])[CH3:29])[C:26]=2[Cl:27])=O)[CH:9]=1.CCOC(C)=O>CC(O)=O.CCOCC.[Fe]>[C:28]([C:25]1[C:26]([Cl:27])=[C:22]([C:20]2[NH:16][C:11]3[C:12]([O:14][CH3:15])=[N:13][C:8]([C:3]4[CH:4]=[CH:5][CH:6]=[CH:7][C:2]=4[Cl:1])=[CH:9][C:10]=3[N:19]=2)[N:23]([CH3:32])[N:24]=1)([CH3:31])([CH3:30])[CH3:29]. Procedure: A solution of 5-tert-butyl-4-chloro-2-methyl-2H-pyrazole-3-carboxylic acid [6-(2-chloro-phenyl)-2-methoxy-3-nitro-pyridin-4-yl]-amide (9.10 g, 32.6 mmol, prepared as described in the previous step above) in AcOH (50 mL) was treated with iron powder (6.80 g, 122 mmol) and heated to 100° C. for 3 h. The resulting mixture was cooled to room temperature and treated with EtOAc (100 mL). The resulting mixture was then filtered through a pad of diatomaceous earth and the filtrate was concentrated in va... Starting materials: CCCC[N+](CCCC)(CCCC)CCCC, ClCCl, [O-]Cl, OC(c1ccc(Cl)nc1)C(F)(F)F, [Na+], O, O=S(=O)([O-])O. The product is O=C(c1ccc(Cl)nc1)C(F)(F)F. Reaction SMILES: [CH2:23]([N+:24]([CH2:25][CH2:26][CH2:27][CH3:28])([CH2:29][CH2:30][CH2:31][CH3:32])[CH2:33][CH2:34][CH2:35][CH3:36])[CH2:37][CH2:38][CH3:39].[CH2:40]([Cl:41])[Cl:42].[Cl:14][O-:15].[Cl:1][c:2]1[n:3][cH:4][c:5]([CH:8]([C:9]([F:10])([F:11])[F:12])[OH:13])[cH:6][cH:7]1.[Na+:16].[OH2:17].[S:18]([O-:19])([OH:20])(=[O:21])=[O:22]>>[Cl:1][c:2]1[n:3][cH:4][c:5]([C:8]([C:9]([F:10])([F:11])[F:12])=[O:13])[cH:6][cH:7]1. Conditions: temperature 90 celsius, time 1.5 hour. Run in CN(C=O)C (dimethylformamide), CN(C=O)C (dimethylformamide). Starting materials: C(C1=CC=CC=C1)OC1=CC=C(C=C1)O (4-(Benzyloxy)phenol), Cl.CN(CCCl)C (2-(dimethylamino)ethyl chloride hydrochloride), [H-].[Na+] (sodium hydride), oil, O (water). Reported procedure: 4-(Benzyloxy)phenol (2.89 g, 0.01443 mol) in dimethylformamide (15 ml) and 2-(dimethylamino)ethyl chloride hydrochloride (2.32 g, 0.01611 mol) were added simultaneously in small portions to a 55-65% sodium hydride dispersion in mineral oil (0.033 mol) in dimethylformamide (5 ml) at 0° C. Then the mixture was allowed to warm to 90° C., and stirring was continued for 1.5 h. The cooled mixture was poured into water. The resultant mixture was extracted with toluene. The combined extracts were washed... The product is C(C1=CC=CC=C1)OC1=CC=C(OCCN(C)C)C=C1 ([2-(4-Benzyloxyphenoxy)ethyl]dimethylamine). RXN SMILES: [CH2:1]([O:8][C:9]1[CH:14]=[CH:13][C:12]([OH:15])=[CH:11][CH:10]=1)[C:2]1[CH:7]=[CH:6][CH:5]=[CH:4][CH:3]=1.Cl.[CH3:17][N:18]([CH3:22])[CH2:19][CH2:20]Cl.[H-].[Na+].O>CN(C)C=O>[CH2:1]([O:8][C:9]1[CH:10]=[CH:11][C:12]([O:15][CH2:20][CH2:19][N:18]([CH3:22])[CH3:17])=[CH:13][CH:14]=1)[C:2]1[CH:3]=[CH:4][CH:5]=[CH:6][CH:7]=1 |f:1.2,3.4|.